Dataset: the Open Reaction Database (ORD), a public repository of structured organic reaction records. Task: describe an organic reaction: reactants, conditions, products, and yield Starting materials: BrC1C2C(C(=O)NC2=O)CCC1Br (3,4-Dibromohexahydrophthalimide), N1=CC=CC=C1 (pyridine), ClC1=C(C(=O)Cl)C(=CC(=C1)Cl)Cl (2,4,6-Trichlorobenzoyl chloride). Solvent: C1=CC=CC=C1 (benzene). Product: ClC1=C(C(=O)N2C(C3C(C2=O)C(C(CC3)Br)Br)=O)C(=CC(=C1)Cl)Cl (N-(2,4,6-trichlorobenzoyl)-3,4-dibromohexahydrophthalimide). Reaction SMILES: [Br:1][CH:2]1[CH:12]([Br:13])[CH2:11][CH2:10][CH:4]2[C:5]([NH:7][C:8](=[O:9])[CH:3]12)=[O:6].N1C=CC=CC=1.[Cl:20][C:21]1[CH:29]=[C:28]([Cl:30])[CH:27]=[C:26]([Cl:31])[C:22]=1[C:23](Cl)=[O:24]>C1C=CC=CC=1>[Cl:20][C:21]1[CH:29]=[C:28]([Cl:30])[CH:27]=[C:26]([Cl:31])[C:22]=1[C:23]([N:7]1[C:8](=[O:9])[CH:3]2[CH:2]([Br:1])[CH:12]([Br:13])[CH2:11][CH2:10][CH:4]2[C:5]1=[O:6])=[O:24]. Procedure: 3,4-Dibromohexahydrophthalimide (0.10 mole), benzene (300 ml) and pyridine (0.11 mole) are charged into a glass reaction vessel equipped with a mechanical stirrer, thermometer and reflux condenser. 2,4,6-Trichlorobenzoyl chloride (0.10 mole) is then added dropwise to the flask with stirring at room temperature. After the addition is completed the reaction mixture is heated at reflux with continued stirring for a period of about 1 hour. After this time the reaction mixture is filtered and the fil... Starting materials: ON=C(C(=O)OCC)C(=O)C1=CC=C(C=C1)OC (Ethyl 2-hydroxyimino-3-(4-methoxyphenyl)-3-oxopropionate), NCC1=CC=CC2=CC=CC=C12 (1-aminomethylnaphthalene). Product: COC1=CC=C(C=C1)C1=C(N=C(N1)C1=CC=CC2=CC=CC=C12)C(=O)OCC (ethyl 5-(4-methoxyphenyl)-2-(l-naphthyl)imidazole-4-carboxylate). The yield is 35.1%. As a reaction SMILES: O[N:2]=[C:3]([C:9]([C:11]1[CH:16]=[CH:15][C:14]([O:17][CH3:18])=[CH:13][CH:12]=1)=O)[C:4]([O:6][CH2:7][CH3:8])=[O:5].[NH2:19][CH2:20][C:21]1[C:30]2[C:25](=[CH:26][CH:27]=[CH:28][CH:29]=2)[CH:24]=[CH:23][CH:22]=1>>[CH3:18][O:17][C:14]1[CH:15]=[CH:16][C:11]([C:9]2[NH:19][C:20]([C:21]3[C:30]4[C:25](=[CH:26][CH:27]=[CH:28][CH:29]=4)[CH:24]=[CH:23][CH:22]=3)=[N:2][C:3]=2[C:4]([O:6][CH2:7][CH3:8])=[O:5])=[CH:12][CH:13]=1. Procedure details: Ethyl 2-hydroxyimino-3-(4-methoxyphenyl)-3-oxopropionate (10.0 g) and 1-aminomethylnaphthalene (7.5 g) were reacted and treated in the same manner as in Starting Material Synthetic Example 1 to give ethyl 5-(4-methoxyphenyl)-2-(l-naphthyl)imidazole-4-carboxylate (5.2 g). 5.0 g therefrom was dissolved in ethyl alcohol (300 ml), and 1 M sodium hydroxide solution (50 ml) was added. The mixture was reacted and treated in the same manner as in Starting Material Synthetic Example 2 to give 5-(4-methox... Starting materials: CC(C)(C)[O-].[K+] (KOt-Bu), O (water), CC=1C=C(C(=NC1)C(=O)OC)C(=O)OC (dimethyl 5-methylpyridine-2,3-dicarboxylate), N[C@@](C(=O)N)(C(C)C)C ((R)2-amino-2,3-dimethylbutyramide), CC(C)(C)[O-].[K+] (KOt-Bu). Solvent: C1(=CC=CC=C1)C (toluene). Reaction conditions: time 10 minute. Yields the product C(C)(C)[C@]1(N=C(NC1=O)C1=C(C(=O)O)C=C(C=N1)C)C ((R)2-(4-isopropyl-4-methyl-5-oxo-2-imidazolin-2-yl)-5-methylnicotinic acid). Yield: 68.6%. As a reaction SMILES: [CH3:1][C:2]1[CH:3]=[C:4]([C:12]([O:14]C)=[O:13])[C:5]([C:8](OC)=O)=[N:6][CH:7]=1.[NH2:16][C@:17]([CH3:24])([CH:21]([CH3:23])[CH3:22])[C:18]([NH2:20])=[O:19].CC([O-])(C)C.[K+].O>C1(C)C=CC=CC=1>[CH:21]([C@:17]1([CH3:24])[C:18](=[O:19])[NH:20][C:8]([C:5]2[N:6]=[CH:7][C:2]([CH3:1])=[CH:3][C:4]=2[C:12]([OH:14])=[O:13])=[N:16]1)([CH3:23])[CH3:22] |f:2.3|. Procedure: A stirred mixture of dimethyl 5-methylpyridine-2,3-dicarboxylate (52.25 g, 0.25 mol) and (R)2-amino-2,3-dimethylbutyramide (33.43 g, 0.2563 mol, 96.2% R isomer) in dry toluene is treated with KOt-Bu (29.4 g, 0.2625 mol) at 35° C., stirred at ambient temperatures for 10 minutes, treated with a second portion of KOt-Bu (29.4 g, 0.2625 mol) at 40° C., heated at 80°-85° C. for 1.5-2.0 hr, cooled to room temperature, treated with water and stirred until dissolution of solids is complete. The phases a... Starting materials: ClCCl, CC(C)(C)OC(=O)N1CCC(CNc2cc(Nc3cnc(C#N)cn3)ncc2Cl)CC1, O=C(O)C(F)(F)F. Yields the product N#Cc1cnc(Nc2cc(NCC3CCNCC3)c(Cl)cn2)cn1. As a reaction SMILES: [Cl:39][CH2:40][Cl:41].[Cl:8][c:9]1[c:10]([NH:24][CH2:25][CH:26]2[CH2:27][CH2:28][N:29]([C:32]([O:33][C:34]([CH3:35])([CH3:36])[CH3:37])=[O:38])[CH2:30][CH2:31]2)[cH:11][c:12]([NH:15][c:16]2[n:17][cH:18][c:19]([C:22]#[N:23])[n:20][cH:21]2)[n:13][cH:14]1.[OH:1][C:2]([C:3]([F:4])([F:5])[F:6])=[O:7]>>[Cl:8][c:9]1[c:10]([NH:24][CH2:25][CH:26]2[CH2:27][CH2:28][NH:29][CH2:30][CH2:31]2)[cH:11][c:12]([NH:15][c:16]2[n:17][cH:18][c:19]([C:22]#[N:23])[n:20][cH:21]2)[n:13][cH:14]1. Starting materials: [Si](C)(C)(C(C)(C)C)OC[C@H](CSCC1CC1)N[C@H](C(OC1=CC=C(C=C1)F)(F)F)C1=CC=C(C=C1)F ([2-(tert-butyldimethylsilanyloxy)-1(R)-cyclopropylmethylsulfanylmethyl-ethyl]-[2,2-difluoro-2-(4-fluorophenoxy)-1(S)-(4-fluorophenyl)ethyl]amine), solution, [F-].C(CCC)[N+](CCCC)(CCCC)CCCC (tetrabutylammonium fluoride). The solvent is C1CCOC1 (THF), C(C)OCC (ethyl ether). Reaction conditions: temperature 0 celsius, time 3 hour. Yields the product C1(CC1)CSC[C@@H](CO)N[C@H](C(OC1=CC=C(C=C1)F)(F)F)C1=CC=C(C=C1)F (3-cyclopropylmethylsulfanyl-2(R)-[2,2-difluoro-2-(4-fluorophenoxy)-1(S)-(4-fluorophenyl)ethylamino]propan-1-ol). The yield is 50.2%. Reaction SMILES: [Si]([O:8][CH2:9][C@@H:10]([NH:17][C@@H:18]([C:30]1[CH:35]=[CH:34][C:33]([F:36])=[CH:32][CH:31]=1)[C:19]([F:29])([F:28])[O:20][C:21]1[CH:26]=[CH:25][C:24]([F:27])=[CH:23][CH:22]=1)[CH2:11][S:12][CH2:13][CH:14]1[CH2:16][CH2:15]1)(C(C)(C)C)(C)C.[F-].C([N+](CCCC)(CCCC)CCCC)CCC>C1COCC1.C(OCC)C>[CH:14]1([CH2:13][S:12][CH2:11][C@H:10]([NH:17][C@@H:18]([C:30]2[CH:35]=[CH:34][C:33]([F:36])=[CH:32][CH:31]=2)[C:19]([F:28])([F:29])[O:20][C:21]2[CH:26]=[CH:25][C:24]([F:27])=[CH:23][CH:22]=2)[CH2:9][OH:8])[CH2:16][CH2:15]1 |f:1.2|. Procedure details: To a solution of [2-(tert-butyldimethylsilanyloxy)-1(R)-cyclopropylmethylsulfanylmethyl-ethyl]-[2,2-difluoro-2-(4-fluorophenoxy)-1(S)-(4-fluorophenyl)ethyl]amine (1.06 g, 1.94 mmol) in dry THF (10 ml) at 0° C., a 1M solution of tetrabutylammonium fluoride (2.3 ml, 2.3 mmol) was added. After stirring for 3 h at 0° C., the reaction mixture was diluted with ethyl ether (20 ml) and washed with sat. ammonium chloride solution (20 ml), brine (10 ml) and dried over sodium sulfate. After removal of the ... The reactants are O=C([O-])[O-], N#Cc1cc(Cl)ccc1[N+](=O)[O-], [K+], [K+], CN(C)C=O, Sc1cccc2cnccc12. Product: N#Cc1cc(Sc2cccc3cnccc23)ccc1[N+](=O)[O-]. RXN SMILES: [C:12](=[O:13])([O-:14])[O-:15].[Cl:18][c:19]1[cH:20][cH:21][c:22]([N+:27](=[O:28])[O-:29])[c:23]([C:24]#[N:25])[cH:26]1.[K+:16].[K+:17].[O:30]=[CH:31][N:32]([CH3:33])[CH3:34].[cH:1]1[n:2][cH:3][cH:4][c:5]2[c:6]([SH:11])[cH:7][cH:8][cH:9][c:10]12>>[cH:1]1[n:2][cH:3][cH:4][c:5]2[c:6]([S:11][c:19]3[cH:20][cH:21][c:22]([N+:27](=[O:28])[O-:29])[c:23]([C:24]#[N:25])[cH:26]3)[cH:7][cH:8][cH:9][c:10]12.